From a dataset of the Open Reaction Database (ORD), a public repository of structured organic reaction records. describe an organic reaction: reactants, conditions, products, and yield Reactants: NO (hydroxylamine), C(O)([O-])=O.[Na+] (sodium hydrogencarbonate), OC=1C=CC=C2C=CC=NC12 (8-hydroxyquinoline), FC1=C(C#N)C(=CC=C1F)C(F)(F)F (2,3-difluoro-6- trifluoromethylbenzonitrile). Run in CO (methanol), O (water). Run at temperature 60 celsius, time 9 hour. The product is FC1=C(C(N)=NO)C(=CC=C1F)C(F)(F)F (2,3 difluoro-6-trifluoromethylbenzamidoxime), FC1=C(C(=O)N)C(=CC=C1F)C(F)(F)F (2,3-difluoro-6-trifluoromethylbenzamide), III. As a reaction SMILES: [NH2:1][OH:2].C(=O)([O-])[OH:4].[Na+].OC1C=CC=C2C=1N=CC=C2.[F:19][C:20]1[C:27]([F:28])=[CH:26][CH:25]=[C:24]([C:29]([F:32])([F:31])[F:30])[C:21]=1[C:22]#[N:23]>CO.O>[F:19][C:20]1[C:27]([F:28])=[CH:26][CH:25]=[C:24]([C:29]([F:32])([F:30])[F:31])[C:21]=1[C:22](=[N:1][OH:2])[NH2:23].[F:19][C:20]1[C:27]([F:28])=[CH:26][CH:25]=[C:24]([C:29]([F:32])([F:30])[F:31])[C:21]=1[C:22]([NH2:23])=[O:4] |f:1.2|. Reported procedure: Into a 2 L four-neck flask were added 95.0 g (1.44 mol) of 50% hydroxylamine aqueous solution, 960 ml of pure water, 7.6 g (0.09 mol) of sodium hydrogencarbonate, 480 ml of methanol, 0.09 g of 8-hydroxyquinoline and 124.3 g (0.06 mol) of 2,3-difluoro-6- trifluoromethylbenzonitrile (I″) at room temperature. After gradually raising temperature, the resulting solution was heated with stirring at 60° C. for 9 hours. It was conformed with HPLC that (I″) (tR 16.0 min) disappeared, 2,3 difluoro-6-trifl... Starting materials: C1OC=2C=C(C=CC2OC1)NC1=NC(=NC=C1F)NC1=CC(=CC=C1)O (N4-(3,4-ethylenedioxyphenyl)-5-fluoro-N2-(3-hydroxyphenyl)-2,4-pyrimidinediamine), NC1=CC(=C(C(=C1)C)O)Cl (4-amino-2-chloro-6-methylphenol), ClC1=NC=C(C(=N1)Cl)F (2,4-dichloro-5-fluoropyrimidine). Yields the product ClC1=NC=C(C(=N1)NC1=CC(=C(C(=C1)C)O)Cl)F (2-chloro-N4-(3-chloro-4-hydroxy-5-methylphenyl)-5-fluoro-4-pyrimidineamine). As a reaction SMILES: C1COC2C=CC(NC3C(F)=CN=C(NC4C=CC=C(O)C=4)N=3)=CC=2O1.[NH2:27][C:28]1[CH:33]=[C:32]([CH3:34])[C:31]([OH:35])=[C:30]([Cl:36])[CH:29]=1.[Cl:37][C:38]1[N:43]=[C:42](Cl)[C:41]([F:45])=[CH:40][N:39]=1>>[Cl:37][C:38]1[N:43]=[C:42]([NH:27][C:28]2[CH:33]=[C:32]([CH3:34])[C:31]([OH:35])=[C:30]([Cl:36])[CH:29]=2)[C:41]([F:45])=[CH:40][N:39]=1. Procedure: In a manner analogous to the preparation of N4-(3,4-ethylenedioxyphenyl)-5-fluoro-N2-(3-hydroxyphenyl)-2,4-pyrimidinediamine, 4-amino-2-chloro-6-methylphenol and 2,4-dichloro-5-fluoropyrimidine resulted 2-chloro-N4-(3-chloro-4-hydroxy-5-methylphenyl)-5-fluoro-4-pyrimidineamine. The reaction of 2-chloro-N4-(3-chloro-4-hydroxy-5-methylphenyl)-5-fluoro-4-pyrimidineamine and 3-methoxycarbonylmethyleneoxyaniline (1.95 g, 11 mmol) gave N4-(3-chloro-4-hydroxy-5-methylphenyl)-5-fluoro-N2-(3-methoxycarbo... The reactants are FC=1C=C(C=C(C1I)F)N1C(O[C@H](C1)CNC(C)=O)=O (N-{[(5S)-3-(3,5-difluoro-4-iodophenyl)-2-oxo-1,3-oxazolidin-5-yl]methyl}acetamide), FC=1C=C(C=CC1C=1C=NC(=CC1)OC)N1C(O[C@H](C1)CNC(C)=O)=O (N-({(5S)-3-[3-fluoro-4-(6-methoxypyridin-3-yl)phenyl]-2-oxo-1,3-oxazolidin-5-yl}methyl)acetamide). Reported procedure: N-({(5S)-3-[3,5-difluoro-4-(6-methoxypyridin-3-yl)phenyl]-2-oxo-1,3-oxazolidin-5-yl}methyl)acetamide is prepared by the route described in Example 1 substituting N-{[(5S)-3-(3,5-difluoro-4-iodophenyl)-2-oxo-1,3-oxazolidin-5-yl]methyl}acetamide for N-({(5S)-3-[3-fluoro-4-(6-methoxypyridin-3-yl)phenyl]-2-oxo-1,3-oxazolidin-5-yl}methyl)acetamide. 1H-NMR (DMSO) δ: 8.25, 7.61, 7.30, 4.73, 4.10, 3.72, 3.49, 3.40, 2.30, 1.90, 1.83 The product is FC=1C=C(C=C(C1C=1C=NC(=CC1)OC)F)N1C(O[C@H](C1)CNC(C)=O)=O (N-({(5S)-3-[3,5-difluoro-4-(6-methoxypyridin-3-yl)phenyl]-2-oxo-1,3-oxazolidin-5-yl}methyl)acetamide). As a reaction SMILES: [F:1][C:2]1[CH:3]=[C:4]([N:10]2[CH2:14][C@H:13]([CH2:15][NH:16][C:17](=[O:19])[CH3:18])[O:12][C:11]2=[O:20])[CH:5]=[C:6]([F:9])[C:7]=1I.FC1C=C(N2C[C@H](CNC(=O)C)OC2=O)C=CC=1[C:28]1[CH:29]=[N:30][C:31]([O:34][CH3:35])=[CH:32][CH:33]=1>>[F:1][C:2]1[CH:3]=[C:4]([N:10]2[CH2:14][C@H:13]([CH2:15][NH:16][C:17](=[O:19])[CH3:18])[O:12][C:11]2=[O:20])[CH:5]=[C:6]([F:9])[C:7]=1[C:28]1[CH:29]=[N:30][C:31]([O:34][CH3:35])=[CH:32][CH:33]=1. Starting materials: C(C)OC(C1=CC=C(C=C1)Br)=O (4-bromobenzoic acid ethyl ester), OC1=NC=CC=C1 (2-hydroxypyridine), C([O-])([O-])=O.[K+].[K+] (potassium carbonate). The reagents and catalysts are [Cu]I (CuI). Run in N (ammonia). Conditions: temperature 120 celsius, time 6 hour. The product is O=C1N(C=CC=C1)C1=CC=C(C(=O)OCC)C=C1 (ethyl 4-(2-oxopyridin-1(2H)-yl)benzoate). Isolated yield 86.0%. RXN SMILES: [CH2:1]([O:3][C:4](=[O:12])[C:5]1[CH:10]=[CH:9][C:8](Br)=[CH:7][CH:6]=1)[CH3:2].[OH:13][C:14]1[CH:19]=[CH:18][CH:17]=[CH:16][N:15]=1.C(=O)([O-])[O-].[K+].[K+]>[Cu]I.N>[O:13]=[C:14]1[CH:19]=[CH:18][CH:17]=[CH:16][N:15]1[C:8]1[CH:9]=[CH:10][C:5]([C:4]([O:3][CH2:1][CH3:2])=[O:12])=[CH:6][CH:7]=1 |f:2.3.4|. Procedure: A mixture of 4-bromobenzoic acid ethyl ester (4.58 g, 20.00 mmol), 2-hydroxypyridine (0.95 g, 10.00 mmol), potassium carbonate (1.39 g, 10.00 mmol), and CuI (0.095 g, 0.50 mmol) was stirred at 120° C. for 6 h under a nitrogen atmosphere. The diluted aqueous ammonia (50 mL) was added, and the solution was extracted with ethyl acetate (3×50 mL). The organic extracts were dried over anhydrous sodium sulfate, filtered. The solvent was removed in vacuo to afford ethyl 4-(2-oxopyridin-1(2H)-yl)benzoat... The reactants are C1CCOC1, CO, CC(=O)SC1CCC2(S(=O)(=O)c3ccc(Cl)cc3)c3c(F)ccc(F)c3OCC2C1, [Na+], [OH-]. The product is O=S(=O)(c1ccc(Cl)cc1)C12CCC(S)CC1COc1c(F)ccc(F)c12. As a reaction SMILES: [CH2:33]1[O:34][CH2:35][CH2:36][CH2:37]1.[CH3:38][OH:39].[Cl:1][c:2]1[cH:3][cH:4][c:5]([S:8](=[O:9])(=[O:10])[C:11]23[CH:12]([CH2:13][O:14][c:15]4[c:16]([F:22])[cH:17][cH:18][c:19]([F:21])[c:20]42)[CH2:23][CH:24]([S:27][C:28](=[O:29])[CH3:30])[CH2:25][CH2:26]3)[cH:6][cH:7]1.[Na+:32].[OH-:31]>>[Cl:1][c:2]1[cH:3][cH:4][c:5]([S:8](=[O:9])(=[O:10])[C:11]23[CH:12]([CH2:13][O:14][c:15]4[c:16]([F:22])[cH:17][cH:18][c:19]([F:21])[c:20]42)[CH2:23][CH:24]([SH:27])[CH2:25][CH2:26]3)[cH:6][cH:7]1. The product is CC(C(=O)OCI)(C)C (2,2-Dimethylpropanoic acid, iodomethyl ester). Run at time 6 hour. Procedure details: Sodium iodide (dried) (15.0 g, 100 mmol) was added in one portion to a solution of 2,2-dimethylpropanoic acid, chloromethyl ester (10.0 g, 66.7 mmol) in dry acetonitrile (80 mL) at RT under argon. The heterogeneous reaction was stirred at RT for 6 h, then concentrated in vacuo. The residue was partitioned between toluene (150 mL) and 5% sodium bisulfite (40 mL). The organic layer was washed with 5% sodium bisulfite (40 mL) and water (20 mL), then dried over MgSO4. Evaporation gave title iodide (... Reactants: [I-].[Na+] (Sodium iodide), CC(C(=O)OCCl)(C)C (2,2-dimethylpropanoic acid, chloromethyl ester). Reaction SMILES: [I-:1].[Na+].[CH3:3][C:4]([CH3:11])([CH3:10])[C:5]([O:7][CH2:8]Cl)=[O:6]>C(#N)C>[CH3:3][C:4]([CH3:11])([CH3:10])[C:5]([O:7][CH2:8][I:1])=[O:6] |f:0.1|. Isolated yield 74.9%. The solvent is C(C)#N (acetonitrile). The reactants are COC1=CC=C(C=C1)N=C=O (4-methoxyphenyl isocyanate), N=C1NCCN1.I (2-iminoimidazolidine HI), [OH-].[Na+] (NaOH), [O-]S(=O)(=O)[O-].[Na+].[Na+] (Na2SO4), [Cl-].[Na+].O (brine). Solvent: C1CCOC1 (THF), C1CCOC1 (THF). Reaction conditions: temperature -20 celsius, time 0.5 hour. Product: Cl.NC=1N(CCN1)C(=O)NC1=CC=C(C=C1)OC (2-Amino-4,5-dihydro-N-(4-methoxyphenyl)-1H-imidazole-1carboxamide Monohydrochloride). RXN SMILES: [NH:1]=[C:2]1[NH:6][CH2:5][CH2:4][NH:3]1.I.[OH-].[Na+].[O-]S([O-])(=O)=O.[Na+].[Na+].[CH3:17][O:18][C:19]1[CH:24]=[CH:23][C:22]([N:25]=[C:26]=[O:27])=[CH:21][CH:20]=1.[Cl-:28].[Na+].O>C1COCC1>[ClH:28].[NH2:1][C:2]1[N:3]([C:26]([NH:25][C:22]2[CH:23]=[CH:24][C:19]([O:18][CH3:17])=[CH:20][CH:21]=2)=[O:27])[CH2:4][CH2:5][N:6]=1 |f:0.1,2.3,4.5.6,8.9.10,12.13|. Reported procedure: A suspension of 21.3 g (0.1 mole) of 2-iminoimidazolidine HI in 250 ml THF was treated with 8 g (0.1 mole) of 50% NaOH solution and stirred for 0.5 hour. Ten grams of anhydrous Na2SO4 were added and the mixture stirred another 0.5 hour. After cooling to -20° C. (it was necessary to maintain a temperature of -20° C. at all times while compound was in free base form to avoid isomerization) under N2, 7.45 g (0.05 mole) of 4-methoxyphenyl isocyanate in 60 ml THF was added dropwise over a 2.5-hour pe... The product is O=C(O)CCCCn1nc2c(c1-c1ccc(Cl)cc1)CCNCC2. As a reaction SMILES: [CH2:28]1[O:29][CH2:30][CH2:31][CH2:32]1.[CH3:1][O:2][C:3]([CH2:4][CH2:5][CH2:6][CH2:7][n:8]1[n:9][c:10]2[c:16]([c:17]1-[c:18]1[cH:19][cH:20][c:21]([Cl:24])[cH:22][cH:23]1)[CH2:15][CH2:14][NH:13][CH2:12][CH2:11]2)=[O:25].[CH3:33][OH:34].[Na+:27].[OH-:26]>>[O:2]=[C:3]([CH2:4][CH2:5][CH2:6][CH2:7][n:8]1[n:9][c:10]2[c:16]([c:17]1-[c:18]1[cH:19][cH:20][c:21]([Cl:24])[cH:22][cH:23]1)[CH2:15][CH2:14][NH:13][CH2:12][CH2:11]2)[OH:25]. The reactants are C1CCOC1, COC(=O)CCCCn1nc2c(c1-c1ccc(Cl)cc1)CCNCC2, CO, [Na+], [OH-].